From a dataset of the Open Reaction Database (ORD), a public repository of structured organic reaction records. describe an organic reaction: reactants, conditions, products, and yield The reactants are ClC1=NC=CC(=C1)CN1CCN(CC1)C(NC)=O (1-(2-Chloro-pyridin-4-ylmethyl)-4-(N-methylcarbamoyl)piperazine), NC=1N=CC2=CC=CC=C2C1 (3-aminoisoquinoline), CC1(C2=C(C(=CC=C2)P(C3=CC=CC=C3)C4=CC=CC=C4)OC5=C(C=CC=C51)P(C6=CC=CC=C6)C7=CC=CC=C7)C (xantphos), C(=O)([O-])[O-].[Cs+].[Cs+] (Cs2CO3). The reagents and catalysts are C=1C=CC(=CC1)/C=C/C(=O)/C=C/C2=CC=CC=C2.C=1C=CC(=CC1)/C=C/C(=O)/C=C/C2=CC=CC=C2.C=1C=CC(=CC1)/C=C/C(=O)/C=C/C2=CC=CC=C2.[Pd].[Pd] (Pd2(dba)3). The solvent is CCOC(=O)C (EtOAc), C1(=CC=CC=C1)C (toluene). Product: CNC(=O)N1CCN(CC1)CC1=CC(=NC=C1)NC=1N=CC2=CC=CC=C2C1 (4-[2-(Isoquinolin-3-ylamino)-pyridin-4-ylmethyl]-piperazine-1-carboxylic acid methylamide), solid. Isolated yield 28.0%. As a reaction SMILES: Cl[C:2]1[CH:7]=[C:6]([CH2:8][N:9]2[CH2:14][CH2:13][N:12]([C:15](=[O:18])[NH:16][CH3:17])[CH2:11][CH2:10]2)[CH:5]=[CH:4][N:3]=1.[NH2:19][C:20]1[N:21]=[CH:22][C:23]2[C:28]([CH:29]=1)=[CH:27][CH:26]=[CH:25][CH:24]=2.CC1(C)C2C(=C(P(C3C=CC=CC=3)C3C=CC=CC=3)C=CC=2)OC2C(P(C3C=CC=CC=3)C3C=CC=CC=3)=CC=CC1=2.C([O-])([O-])=O.[Cs+].[Cs+]>C1(C)C=CC=CC=1.C1C=CC(/C=C/C(/C=C/C2C=CC=CC=2)=O)=CC=1.C1C=CC(/C=C/C(/C=C/C2C=CC=CC=2)=O)=CC=1.C1C=CC(/C=C/C(/C=C/C2C=CC=CC=2)=O)=CC=1.[Pd].[Pd].CCOC(C)=O>[CH3:17][NH:16][C:15]([N:12]1[CH2:13][CH2:14][N:9]([CH2:8][C:6]2[CH:5]=[CH:4][N:3]=[C:2]([NH:19][C:20]3[N:21]=[CH:22][C:23]4[C:28]([CH:29]=3)=[CH:27][CH:26]=[CH:25][CH:24]=4)[CH:7]=2)[CH2:10][CH2:11]1)=[O:18] |f:3.4.5,7.8.9.10.11|. Reported procedure: 1-(2-Chloro-pyridin-4-ylmethyl)-4-(N-methylcarbamoyl)piperazine (1.0 equiv) (Preparation B-12) was mixed with 3-aminoisoquinoline (1.0 equiv), Pd2(dba)3 (0.1 equiv), xantphos (0.15 equiv), and Cs2CO3 (1.4 equiv) in toluene. The mixture was refluxed overnight, and EtOAc was added in to dilute the mixture. After filtration, the filtrate was concentrated and applied onto a silica gel column. The title compound was obtained as a yellow solid (63 mg, 28% yield): 1H NMR (CDCl3, 300 MHz) δ: 2.49 (t, J=... Reactants: mixture, CC1CN(CCC2=C1C=CC(=C2)[N+](=O)[O-])C (1,3-dimethyl-7-nitro-2,3,4,5-tetrahydro-1H-benzo[d]azepine), CC1CN(CCC2=C1C=C(C=C2)[N+](=O)[O-])C (1,3-dimethyl-8-nitro-2,3,4,5-tetrahydro-1H-benzo[d]azepine). The reagents and catalysts are [Pd] (palladium on charcoal). Run in CO (methanol). The product is CC1CN(CCC2=C1C=CC(=C2)N)C (1,3-dimethyl-7-amino-2,3,4,5-tetrahydro-1H-benzo[d]azepine). Reaction SMILES: [CH3:1][CH:2]1[C:8]2[CH:9]=[CH:10][C:11]([N+:13]([O-])=O)=[CH:12][C:7]=2[CH2:6][CH2:5][N:4]([CH3:16])[CH2:3]1.CC1C2C=C([N+]([O-])=O)C=CC=2CCN(C)C1>[Pd].CO>[CH3:1][CH:2]1[C:8]2[CH:9]=[CH:10][C:11]([NH2:13])=[CH:12][C:7]=2[CH2:6][CH2:5][N:4]([CH3:16])[CH2:3]1. Procedure: 1.4 g (6.3 mmol) of a mixture of 1,3-dimethyl-7-nitro-2,3,4,5-tetrahydro-1H-benzo[d]azepine and 1,3-dimethyl-8-nitro-2,3,4,5-tetrahydro-1H-benzo[d]azepine, 20 ml of methanol and 0.20 g 10% palladium on charcoal is hydrogenated for 5.5 h under a hydrogen atmosphere (50 psi). It is filtered, concentrated and the mixture is purified by chromatography with silica gel (eluant: dichloromethane:95% ethanol/5% ammonia 99:1 to 80:20). 0.45 g of 1,3-dimethyl-7-amino-2,3,4,5-tetrahydro-1H-benzo[d]azepine a...